Dataset: the Open Reaction Database (ORD), a public repository of structured organic reaction records. Task: describe an organic reaction: reactants, conditions, products, and yield The reactants are NC1=C(C=CC=C1)C(=O)N (2-aminobenzenecarboxamide), Cl (hydrochloric acid), C(C)OC(CCN1CCC(CC1)C(=O)C1=CC=C(C=C1)F)OCC ([1-(3,3-diethoxypropyl)-4-piperidinyl](4-fluorophenyl) methanone). The solvent is C(C)O (ethanol). Reaction conditions: time 8 hour. Product: FC1=CC=C(C(=O)C2CCN(CC2)CCC2NC3=CC=CC=C3C(N2)=O)C=C1 (2-[2-[4-(4-fluorobenzoyl)-1-piperidinyl]ethyl]-2,3-dihydro-4(1H)-quinazolinone). Isolated yield 19.0%. RXN SMILES: [NH2:1][C:2]1[CH:7]=[CH:6][CH:5]=[CH:4][C:3]=1[C:8]([NH2:10])=[O:9].Cl.C(O[CH:15](OCC)[CH2:16][CH2:17][N:18]1[CH2:23][CH2:22][CH:21]([C:24]([C:26]2[CH:31]=[CH:30][C:29]([F:32])=[CH:28][CH:27]=2)=[O:25])[CH2:20][CH2:19]1)C>C(O)C>[F:32][C:29]1[CH:28]=[CH:27][C:26]([C:24]([CH:21]2[CH2:22][CH2:23][N:18]([CH2:17][CH2:16][CH:15]3[NH:10][C:8](=[O:9])[C:3]4[C:2](=[CH:7][CH:6]=[CH:5][CH:4]=4)[NH:1]3)[CH2:19][CH2:20]2)=[O:25])=[CH:31][CH:30]=1. Procedure details: A mixture of 9 parts of 2-aminobenzenecarboxamide, 12 parts of concentrated hydrochloric acid and 120 parts of absolute ethanol is stirred and refluxed for 2 hours. Then there are added 3.6 parts of [1-(3,3-diethoxypropyl)-4-piperidinyl](4-fluorophenyl) methanone and stirring at reflux is continued overnight. The reaction mixture is evaporated and the residue is stirred with water. The whole is alkalized with ammonia and the product is extracted with trichloromethane. The extract is dried, filte... Starting materials: CCC1(CC(C)=O)CCc2cc(OC)ccc2C1=O, CCO, CCOC(C)=O, [K+], [OH-]. Yields the product CCC12CCc3cc(OC)ccc3C1=CC(=O)C2. As a reaction SMILES: [CH2:1]([CH3:2])[C:3]1([CH2:16][C:17]([CH3:18])=[O:19])[C:4](=[O:15])[c:5]2[cH:6][cH:7][c:8]([O:13][CH3:14])[cH:9][c:10]2[CH2:11][CH2:12]1.[CH3:22][CH2:23][OH:24].[CH3:25][CH2:26][O:27][C:28]([CH3:29])=[O:30].[K+:21].[OH-:20]>>[CH2:1]([CH3:2])[C:3]12[C:4](=[CH:18][C:17](=[O:19])[CH2:16]1)[c:5]1[cH:6][cH:7][c:8]([O:13][CH3:14])[cH:9][c:10]1[CH2:11][CH2:12]2. The reactants are ClC1=CC(=C(C=C1)[C@@H]1N(CC[C@@H](C1)C1=CC(NO1)=O)C(=O)OC)F ((2R,4S)-Methyl 2-(4-chloro-2-fluorophenyl)-4-(3-oxo-2,3-dihydroisoxazol-5-yl)piperidine-1-carboxylate), Br (hydrogen bromide). Run at time 8 hour. Product: ClC1=CC(=C(C=C1)[C@@H]1NCC[C@@H](C1)C1=CC(NO1)=O)F (5-((2R,4S)-2-(4-chloro-2-fluorophenyl)piperidin-4-yl)isoxazol-3(2H)-one). Yield: 74.3%. RXN SMILES: [Cl:1][C:2]1[CH:7]=[CH:6][C:5]([C@H:8]2[CH2:13][C@@H:12]([C:14]3[O:18][NH:17][C:16](=[O:19])[CH:15]=3)[CH2:11][CH2:10][N:9]2C(OC)=O)=[C:4]([F:24])[CH:3]=1.Br>>[Cl:1][C:2]1[CH:7]=[CH:6][C:5]([C@H:8]2[CH2:13][C@@H:12]([C:14]3[O:18][NH:17][C:16](=[O:19])[CH:15]=3)[CH2:11][CH2:10][NH:9]2)=[C:4]([F:24])[CH:3]=1. Reported procedure: (2R,4S)-Methyl 2-(4-chloro-2-fluorophenyl)-4-(3-oxo-2,3-dihydroisoxazol-5-yl)piperidine-1-carboxylate (0.504 g, 1.42 mmol) was dissolved in hydrogen bromide (33% in acetic acid, 11.20 mL, 63.93 mmol) and the mixture was stirred at room temperature overnight. The solvent was evaporated and the residue purified by preparative HPLC (Instrument: FractionLynx II, Mobilphase: gradient 5-95% MeCN in 0.2% NH3, pH 10, Column: Xbridge Prep C18 5 μm OBD 19*150 mm) to yield 5-((2R,4S)-2-(4-chloro-2-fluoroph... Run at time 20 hour. The product is C(CCCCCCCC)C1=CC=C(C=C1)O (4-nonylphenol). Isolated yield 92.0%. Reaction SMILES: [C:1]1([OH:7])[CH:6]=[CH:5][CH:4]=[CH:3][CH:2]=1.[CH3:8][CH2:9][CH2:10][CH2:11][CH2:12][CH2:13][CH2:14][CH:15]=[CH2:16]>>[CH2:8]([C:4]1[CH:5]=[CH:6][C:1]([OH:7])=[CH:2][CH:3]=1)[CH2:9][CH2:10][CH2:11][CH2:12][CH2:13][CH2:14][CH2:15][CH3:16]. The reactants are 190, C1(=CC=CC=C1)O (phenol), CCCCCCCC=C (propylene trimer), C1(=CC=CC=C1)O (phenol), CCCCCCCC=C (propylene trimer), sulfonated styrene divinylbenzene. Procedure details: A suspension of 190 parts of phenol, 152 parts of propylene trimer and 7 parts of ion exchange resin is prepared in a stirred reactor at 120° C. and 1 bar pressure, the mixture being stirred at 500 rpm. The ion exchange resin is a sulfonated styrene/divinylbenzene copolymer resin, which has been dehydrated under reduced pressure for 20 hours at 100° C. before being used; it has a gel structure and its particle size is from 20 to 150 micrometers. The suspension is then stirred constantly in the r... Run in C1(=CC=CC=C1)C (toluene). The product is [Si](C1=CC=CC=C1)(C1=CC=CC=C1)(C(C)(C)C)OC1=C2CCC(C(C2=CC=C1)CCOC(N(C1=CC=CC=C1)C1=CC=CC=C1)=O)=O (5-t-butyl-diphenylsilyloxy-1-[2-(N,N-diphenylcarbamoyloxy)ethyl]-2-oxo-1,2,3,4-tetrahydronaphthalene). As a reaction SMILES: [Si:1]([O:18][C:19]1[CH:28]=[CH:27][CH:26]=[C:25]2[C:20]=1[CH2:21][CH2:22][CH:23]([OH:48])[C:24]2(O)[CH2:29][CH2:30][O:31][C:32](=[O:46])[N:33]([C:40]1[CH:45]=[CH:44][CH:43]=[CH:42][CH:41]=1)[C:34]1[CH:39]=[CH:38][CH:37]=[CH:36][CH:35]=1)([C:14]([CH3:17])([CH3:16])[CH3:15])([C:8]1[CH:13]=[CH:12][CH:11]=[CH:10][CH:9]=1)[C:2]1[CH:7]=[CH:6][CH:5]=[CH:4][CH:3]=1.C1(C)C=CC(S(O)(=O)=O)=CC=1>C1(C)C=CC=CC=1>[Si:1]([O:18][C:19]1[CH:28]=[CH:27][CH:26]=[C:25]2[C:20]=1[CH2:21][CH2:22][C:23](=[O:48])[CH:24]2[CH2:29][CH2:30][O:31][C:32](=[O:46])[N:33]([C:40]1[CH:41]=[CH:42][CH:43]=[CH:44][CH:45]=1)[C:34]1[CH:35]=[CH:36][CH:37]=[CH:38][CH:39]=1)([C:14]([CH3:15])([CH3:16])[CH3:17])([C:8]1[CH:13]=[CH:12][CH:11]=[CH:10][CH:9]=1)[C:2]1[CH:7]=[CH:6][CH:5]=[CH:4][CH:3]=1. Isolated yield 51.4%. Procedure: A solution of 5-t-butyldiphenylsilyloxy-1,2-dihydroxy-1-[2-(N,N-diphenylcarbamoyloxy)ethyl]-1,2,3,4-tetrahydronaphthalene (2.0 g) and p-toluenesulfonic acid (20 mg) in toluene (40 ml) was stirred for 30 minutes under reflux. The mixture was washed with 1N-HCl solution, sat. NaHCO3, and brine, dried over MgSO4, and evaporated in vacuo. The residue was purified by chromatography on silica gel to afford 5-t-butyl-diphenylsilyloxy-1-[2-(N,N-diphenylcarbamoyloxy)ethyl]-2-oxo-1,2,3,4-tetrahydronaphtha... Reactants: [Si](C1=CC=CC=C1)(C1=CC=CC=C1)(C(C)(C)C)OC1=C2CCC(C(C2=CC=C1)(CCOC(N(C1=CC=CC=C1)C1=CC=CC=C1)=O)O)O (5-t-butyldiphenylsilyloxy-1,2-dihydroxy-1-[2-(N,N-diphenylcarbamoyloxy)ethyl]-1,2,3,4-tetrahydronaphthalene), C1(=CC=C(C=C1)S(=O)(=O)O)C (p-toluenesulfonic acid).